Dataset: the Open Reaction Database (ORD), a public repository of structured organic reaction records. Task: describe an organic reaction: reactants, conditions, products, and yield Reactants: ClC=1C=C(C=CC1Cl)/C=C/CCO ((E)-4-(3,4-dichlorophenyl)but-3-en-1-ol), TEA, CS(=O)(=O)Cl (methanesulfonyl chloride). Run in O (water), C(Cl)Cl (CH2Cl2), C(Cl)Cl (CH2Cl2). Run at temperature 0 celsius, time 45 minute. The product is CS(=O)(=O)OCC\C=C\C1=CC(=C(C=C1)Cl)Cl ((E)-4-(3,4-dichlorophenyl)but-3-enyl methanesulfonate). Yield: 97.0%. Reaction SMILES: [Cl:1][C:2]1[CH:3]=[C:4](/[CH:9]=[CH:10]/[CH2:11][CH2:12][OH:13])[CH:5]=[CH:6][C:7]=1[Cl:8].[CH3:14][S:15](Cl)(=[O:17])=[O:16]>C(Cl)Cl.O>[CH3:14][S:15]([O:13][CH2:12][CH2:11]/[CH:10]=[CH:9]/[C:4]1[CH:5]=[CH:6][C:7]([Cl:8])=[C:2]([Cl:1])[CH:3]=1)(=[O:17])=[O:16]. Reported procedure: To a solution of Intermediate 2B (986 mg, 4.54 mmol) in CH2Cl2 (20 mL) was added TEA (1.899 mL, 13.63 mmol). The mixture was cooled to 0° C. and methanesulfonyl chloride (0.531 mL, 6.81 mmol) was added dropwise. The reaction was stirred for 45 min at 0° C. then warmed to rt and diluted with water (20 ml) and CH2Cl2 (20 mL). The layers were separated, and the aqueous layer extracted with CH2Cl2. The combined organic extracts were washed with saturated aqueous NaCl, dried over Na2SO4, filtered and... Yields the product C(C(C)C)C1CC(C(C(C1)=O)C(NS(=O)(=O)C1=CC=C(C=C1)C)=O)=O (5-ISOBUTYL-2-(N-p-TOLUENESULFONYLCARBAMOYL)-1,3-CYCLOHEXANEDIONE). RXN SMILES: [CH2:1]([CH:5]1[CH2:10][C:9](=[O:11])[CH2:8][C:7](=[O:12])[CH2:6]1)[CH:2]([CH3:4])[CH3:3].[C:13]1([CH3:25])[CH:18]=[CH:17][C:16]([S:19]([N:22]=[C:23]=[O:24])(=[O:21])=[O:20])=[CH:15][CH:14]=1>C1C=CC=CC=1>[CH2:1]([CH:5]1[CH2:6][C:7](=[O:12])[CH:8]([C:23](=[O:24])[NH:22][S:19]([C:16]2[CH:17]=[CH:18][C:13]([CH3:25])=[CH:14][CH:15]=2)(=[O:20])=[O:21])[C:9](=[O:11])[CH2:10]1)[CH:2]([CH3:4])[CH3:3]. Starting materials: C(C(C)C)C1CC(CC(C1)=O)=O (5-isobutyl-1,3-cyclohexanedione), C1(=CC=C(C=C1)S(=O)(=O)N=C=O)C (p-toluenesulfonylisocyanate). Procedure details: Reaction of equimolar amounts of 5-isobutyl-1,3-cyclohexanedione with p-toluenesulfonylisocyanate in benzene according to the procedure of Example 1 affords 5-ISOBUTYL-2-(N-p-TOLUENESULFONYLCARBAMOYL)-1,3-CYCLOHEXANEDIONE, m.p. 128°-130° C. (corr.). The solvent is C1=CC=CC=C1 (benzene). Starting materials: C(C)(=O)N1C(C(C2=CC=C(C=C12)C(=O)OC)=C(C1=CC=CC=C1)OCC)=O (1-acetyl-3-(1-ethoxy-1-phenylmethylene)-6-methoxycarbonyl-2-indolinone), CC1N(C(CCC1)C)CC1=CC=C(N)C=C1 (4-[(2,6-dimethyl-piperidin-1-yl)-methyl]-aniline). Product: CC1N(C(CCC1)C)CC1=CC=C(N\C(\C2=CC=CC=C2)=C\2/C(NC3=CC(=CC=C23)C(=O)OC)=O)C=C1 (3-Z-[1-(4-[(2,6-dimethyl-piperidin-1-yl)-methyl]-anilino)-1-phenyl-methylene]-6-methoxycarbonyl-2-indolinone). RXN SMILES: C([N:4]1[C:12]2[C:7](=[CH:8][CH:9]=[C:10]([C:13]([O:15][CH3:16])=[O:14])[CH:11]=2)[C:6](=[C:17](OCC)[C:18]2[CH:23]=[CH:22][CH:21]=[CH:20][CH:19]=2)[C:5]1=[O:27])(=O)C.[CH3:28][CH:29]1[CH2:34][CH2:33][CH2:32][CH:31]([CH3:35])[N:30]1[CH2:36][C:37]1[CH:43]=[CH:42][C:40]([NH2:41])=[CH:39][CH:38]=1>>[CH3:35][CH:31]1[CH2:32][CH2:33][CH2:34][CH:29]([CH3:28])[N:30]1[CH2:36][C:37]1[CH:38]=[CH:39][C:40]([NH:41]/[C:17](=[C:6]2\[C:5](=[O:27])[NH:4][C:12]3[C:7]\2=[CH:8][CH:9]=[C:10]([C:13]([O:15][CH3:16])=[O:14])[CH:11]=3)/[C:18]2[CH:23]=[CH:22][CH:21]=[CH:20][CH:19]=2)=[CH:42][CH:43]=1. Reported procedure: Prepared from 1-acetyl-3-(1-ethoxy-1-phenylmethylene)-6-methoxycarbonyl-2-indolinone and 4-[(2,6-dimethyl-piperidin-1-yl)-methyl]-aniline Rf value: 0.5 (RP 8, methanol/five percent saline solution=4:1) C31H33N3O3